This data is from the Open Reaction Database (ORD), a public repository of structured organic reaction records. The task is: describe an organic reaction: reactants, conditions, products, and yield As a reaction SMILES: [CH3:10][OH:11].[OH:1][CH:2]1[CH2:3][NH:4][CH:5]([C:7]([OH:8])=[O:9])[CH2:6]1>>[OH:1][CH:2]1[CH2:3][NH:4][CH:5]([C:7](=[O:8])[O:9][CH3:10])[CH2:6]1. Product: COC(=O)C1CC(O)CN1. The reactants are CO, O=C(O)C1CC(O)CN1. The reactants are C(O)([O-])=O.[Na+] (sodium hydrogencarbonate), BrC=1C=CC(=C(CO)C1)OCCCCCCCC (5-bromo-2-octyloxybenzyl alcohol), N1C=NC=C1 (imidazole), C(C)(C)(C)[Si](Cl)(C)C (t-butyldimethylchlorosilane). Solvent: CN(C=O)C (N,N-dimethylformamide). Reaction conditions: time 20 minute. The product is BrC=1C=CC(=C(CO[Si](C)(C)C(C)(C)C)C1)OCCCCCCCC ((5-bromo-2-octyloxybenzyl)oxy-t-butyldimethylsilane). Yield: 102.5%. Reaction SMILES: [Br:1][C:2]1[CH:3]=[CH:4][C:5]([O:10][CH2:11][CH2:12][CH2:13][CH2:14][CH2:15][CH2:16][CH2:17][CH3:18])=[C:6]([CH:9]=1)[CH2:7][OH:8].N1C=CN=C1.[C:24]([Si:28]([CH3:31])([CH3:30])Cl)([CH3:27])([CH3:26])[CH3:25].C(=O)([O-])O.[Na+]>CN(C)C=O>[Br:1][C:2]1[CH:3]=[CH:4][C:5]([O:10][CH2:11][CH2:12][CH2:13][CH2:14][CH2:15][CH2:16][CH2:17][CH3:18])=[C:6]([CH:9]=1)[CH2:7][O:8][Si:28]([C:24]([CH3:27])([CH3:26])[CH3:25])([CH3:31])[CH3:30] |f:3.4|. Procedure: To a solution of compound 35-2 (7.95 g) and imidazole (4.19 g) in N,N-dimethylformamide (35 ml) was added t-butyldimethylchlorosilane (4.45 g) under ice-cooling, and the mixture was stirred for 20 min under ice-cooling, and further at room temperature for 18 hr. Saturated aqueous sodium hydrogencarbonate solution was added to the reaction mixture, and the mixture was extracted with ethyl acetate. The organic layer was washed successively with saturated aqueous sodium hydrogencarbonate solution a... The reactants are C[N+]1(CCOCC1)[O-] (N-methylmorpholine-N-oxide), C(C)(C)(C)OC(=O)N1C(O[C@H]([C@@H]1C[C@H](CC1=CC(=C(C=C1)OC)OCCCOC)C(C)C)C[C@H](CO)C(C)C)(C)C (3-tert-butoxycarbonyl-5(S)-(3-hydroxy-2(S)-isopropyl-propyl)-4(S)-{2(S)-isopropyl-3-[4-methoxy-3-(3-methoxypropyloxy)-phenyl]-propyl}-2,2-dimethyl-1,3-oxazolidine), C(CC)[N+](CCC)(CCC)CCC (tetrapropylammonium). The solvent is ClCCl (dichloromethane). Run at time 10 minute. The product is C(C)(C)(C)OC(=O)N1C(O[C@H]([C@@H]1C[C@H](CC1=CC(=C(C=C1)OC)OCCCOC)C(C)C)C[C@@H](C(C)C)C=O)(C)C (3-Tert-butoxycarbonyl-5(S)-(2(S)-formyl-3-methyl-butyl)-4(S)-{2(S)-isopropyl-3-[4-methoxy-3-(3-methoxypropyloxy)-phenyl]-propyl}-2,2-dimethyl-1,3-oxazolidine). As a reaction SMILES: C[N+]1([O-])CCOCC1.[C:9]([O:13][C:14]([N:16]1[C@@H:20]([CH2:21][C@@H:22]([CH:38]([CH3:40])[CH3:39])[CH2:23][C:24]2[CH:29]=[CH:28][C:27]([O:30][CH3:31])=[C:26]([O:32][CH2:33][CH2:34][CH2:35][O:36][CH3:37])[CH:25]=2)[C@H:19]([CH2:41][C@@H:42]([CH:45]([CH3:47])[CH3:46])[CH2:43][OH:44])[O:18][C:17]1([CH3:49])[CH3:48])=[O:15])([CH3:12])([CH3:11])[CH3:10].C([N+](CCC)(CCC)CCC)CC>ClCCl>[C:9]([O:13][C:14]([N:16]1[C@@H:20]([CH2:21][C@@H:22]([CH:38]([CH3:40])[CH3:39])[CH2:23][C:24]2[CH:29]=[CH:28][C:27]([O:30][CH3:31])=[C:26]([O:32][CH2:33][CH2:34][CH2:35][O:36][CH3:37])[CH:25]=2)[C@H:19]([CH2:41][C@H:42]([CH:43]=[O:44])[CH:45]([CH3:46])[CH3:47])[O:18][C:17]1([CH3:48])[CH3:49])=[O:15])([CH3:12])([CH3:11])[CH3:10]. Reported procedure: 100 g of molecular sieve (0.3 nm) and 16.6 g of N-methylmorpholine-N-oxide are added to 53 g of 3-tert-butoxycarbonyl-5(S)-(3-hydroxy-2(S)-isopropyl-propyl)-4(S)-{2(S)-isopropyl-3-[4-methoxy-3-(3-methoxypropyloxy)-phenyl]-propyl}-2,2-dimethyl-1,3-oxazolidine in 1.8 litres of dichloromethane at room temperature. The reaction mixture is stirred for 10 minutes and then 1.60 g of tetrapropylammonium perrutherate are added. The reaction mixture is stirred for a further 30 minutes and then filtered. T... Starting materials: [OH-].[Na+] (sodium hydroxide), C(C)OC1=C(C=CC(=O)OCC)C=CC(=C1)CC(=O)NC(C1=C(C=CC=C1)N1CCCCC1)C1=CC=CC=C1 (Ethyl 2-ethoxy-4-[N-(α-phenyl-2-piperidino-benzyl)-aminocarbonylmethyl]-cinnamate), Cl (hydrochloric acid). Run in O (water), C(C)O (ethanol). Run at temperature 50 celsius, time 3 hour. Product: C(C)OC1=C(C=CC(=O)O)C=CC(=C1)CC(=O)NC(C1=C(C=CC=C1)N1CCCCC1)C1=CC=CC=C1 (2-Ethoxy-4-[N-(α-phenyl-2-piperidino-benzyl)-aminocarbonylmethyl]-cinnamic acid). As a reaction SMILES: [CH2:1]([O:3][C:4]1[CH:16]=[C:15]([CH2:17][C:18]([NH:20][CH:21]([C:34]2[CH:39]=[CH:38][CH:37]=[CH:36][CH:35]=2)[C:22]2[CH:27]=[CH:26][CH:25]=[CH:24][C:23]=2[N:28]2[CH2:33][CH2:32][CH2:31][CH2:30][CH2:29]2)=[O:19])[CH:14]=[CH:13][C:5]=1[CH:6]=[CH:7][C:8]([O:10]CC)=[O:9])[CH3:2].[OH-].[Na+].Cl>C(O)C.O>[CH2:1]([O:3][C:4]1[CH:16]=[C:15]([CH2:17][C:18]([NH:20][CH:21]([C:34]2[CH:35]=[CH:36][CH:37]=[CH:38][CH:39]=2)[C:22]2[CH:27]=[CH:26][CH:25]=[CH:24][C:23]=2[N:28]2[CH2:33][CH2:32][CH2:31][CH2:30][CH2:29]2)=[O:19])[CH:14]=[CH:13][C:5]=1[CH:6]=[CH:7][C:8]([OH:10])=[O:9])[CH3:2] |f:1.2|. Procedure details: Ethyl 2-ethoxy-4-[N-(α-phenyl-2-piperidino-benzyl)-aminocarbonylmethyl]-cinnamate (330 mg, 0.62 mmol) is dissolved in ethanol (10 ml) and, after the addition of 4N sodium hydroxide solution (4 ml), stirred for 3 hours at 50° C. Then the mixture is neutralized with 4N hydrochloric acid (4 ml), diluted with water and filtered off from the precipitate. It is then recrystallized from aqueous ethanol. Reactants: IC=1C=C2C(C(NC2=CC1)=O)=O (5-iodo-1H-indole-2,3-dione), N1=C(C=CC=C1)C1=CC=C(S1)S(=O)(=O)NN (5-(2-pyridinyl)-2-thiophenesulfonohydrazide). Solvent: C(C)(=O)O (acetic acid). Conditions: temperature 100 celsius. The product is IC=1C=C2C(C(NC2=CC1)=O)=NNS(=O)(=O)C=1SC(=CC1)C1=NC=CC=C1 (N′-(5-Iodo-2-oxo-1,2-dihydro-3H-indol-3-ylidene)-5-(2-pyridinyl)-2-thiophenesulfonohydrazide). Yield: 23.0%. As a reaction SMILES: [I:1][C:2]1[CH:3]=[C:4]2[C:8](=[CH:9][CH:10]=1)[NH:7][C:6](=[O:11])[C:5]2=O.[N:13]1[CH:18]=[CH:17][CH:16]=[CH:15][C:14]=1[C:19]1[S:23][C:22]([S:24]([NH:27][NH2:28])(=[O:26])=[O:25])=[CH:21][CH:20]=1>C(O)(=O)C>[I:1][C:2]1[CH:3]=[C:4]2[C:8](=[CH:9][CH:10]=1)[NH:7][C:6](=[O:11])[C:5]2=[N:28][NH:27][S:24]([C:22]1[S:23][C:19]([C:14]2[CH:15]=[CH:16][CH:17]=[CH:18][N:13]=2)=[CH:20][CH:21]=1)(=[O:25])=[O:26]. Procedure details: Following the general method as outlined in Example 1, into a suspension of 5-iodo-1H-indole-2,3-dione in acetic acid was added 5-(2-pyridinyl)-2-thiophenesulfonohydrazide. After stirring at 100° C., the reaction mixture was cooled to rt and a yellow solid precipitated out. Filtration on a fritté, washing with AcOH, water and drying under vacuo at 60° C. overnight gave 23 mg of the title compound (23%) as a yellow solid in 94.8% purity by HPLC (Rt: 3.68, 5.13, gradient of 8 min, MaxPlot detectio... Starting materials: CCO, CCOC(=O)C=C(c1ccc(F)cc1)c1ccc(F)cc1, [H][H], [Pd]. Product: CCOC(=O)CC(c1ccc(F)cc1)c1ccc(F)cc1. RXN SMILES: [CH3:25][CH2:26][OH:27].[F:1][c:2]1[cH:3][cH:4][c:5]([C:8](=[CH:9][C:10](=[O:11])[O:12][CH2:13][CH3:14])[c:15]2[cH:16][cH:17][c:18]([F:21])[cH:19][cH:20]2)[cH:6][cH:7]1.[H:22][H:23].[Pd:24]>>[F:1][c:2]1[cH:3][cH:4][c:5]([CH:8]([CH2:9][C:10](=[O:11])[O:12][CH2:13][CH3:14])[c:15]2[cH:16][cH:17][c:18]([F:21])[cH:19][cH:20]2)[cH:6][cH:7]1. The solvent is CO (methanol). Isolated yield 82.0%. Starting materials: C(C)OC(=O)OC=1C=C(C=CC=2SC=3NCCCCC3N2)C=CC1OC (2-(3-Ethoxycarbonyloxy-4-methoxystyryl)-5,6,7,8-tetrahydro-4H-thiazolo[5,4-b]azepine), N (ammonia). Procedure details: 2-(3-Ethoxycarbonyloxy-4-methoxystyryl)-5,6,7,8-tetrahydro-4H-thiazolo[5,4-b]azepine (13.2 g) was added to a solution of 1N ammonia in methanol (600 ml), and and the whole was stirred for 3 hrs. at room temperature. The solvent was distilled off under reduced pressure and the residue was purified by a column chromatography on silica gel to give 2-(3-hydroxy-4-methoxystyryl)-5,6,7, 8-tetrahydro-4H-thiazolo [5,4-b]azepine (yield 8.74 g, 81.9%). The product (1.50 g) was converted into its hydrochlo... The product is OC=1C=C(C=CC=2SC=3NCCCCC3N2)C=CC1OC (2-(3-hydroxy-4-methoxystyryl)-5,6,7, 8-tetrahydro-4H-thiazolo [5,4-b]azepine). As a reaction SMILES: C(OC([O:6][C:7]1[CH:8]=[C:9]([CH:22]=[CH:23][C:24]=1[O:25][CH3:26])[CH:10]=[CH:11][C:12]1[S:13][C:14]2[NH:15][CH2:16][CH2:17][CH2:18][CH2:19][C:20]=2[N:21]=1)=O)C.N>CO>[OH:6][C:7]1[CH:8]=[C:9]([CH:22]=[CH:23][C:24]=1[O:25][CH3:26])[CH:10]=[CH:11][C:12]1[S:13][C:14]2[NH:15][CH2:16][CH2:17][CH2:18][CH2:19][C:20]=2[N:21]=1. Run at time 3 hour.